From a dataset of the Open Reaction Database (ORD), a public repository of structured organic reaction records. describe an organic reaction: reactants, conditions, products, and yield Reactants: O=C([O-])[O-], CCOC(Cc1ccc(O)cc1Cl)C(=O)OC, Cc1oc(-c2ccccc2)nc1CCl, [Cs+], [Cs+], [I-], [K+]. Yields the product CCOC(Cc1ccc(OCc2nc(-c3ccccc3)oc2C)cc1Cl)C(=O)OC. RXN SMILES: [C:32](=[O:33])([O-:34])[O-:35].[CH3:1][O:2][C:3]([CH:4]([CH2:5][c:6]1[c:7]([Cl:13])[cH:8][c:9]([OH:12])[cH:10][cH:11]1)[O:14][CH2:15][CH3:16])=[O:17].[Cl:18][CH2:19][c:20]1[n:21][c:22](-[c:26]2[cH:27][cH:28][cH:29][cH:30][cH:31]2)[o:23][c:24]1[CH3:25].[Cs+:36].[Cs+:37].[I-:39].[K+:38]>>[CH3:1][O:2][C:3]([CH:4]([CH2:5][c:6]1[c:7]([Cl:13])[cH:8][c:9]([O:12][CH2:19][c:20]2[n:21][c:22](-[c:26]3[cH:27][cH:28][cH:29][cH:30][cH:31]3)[o:23][c:24]2[CH3:25])[cH:10][cH:11]1)[O:14][CH2:15][CH3:16])=[O:17].